Task: describe an organic reaction: reactants, conditions, products, and yield. Dataset: the Open Reaction Database (ORD), a public repository of structured organic reaction records The reactants are CCOC(C)=O, O=C([O-])O, CN(C)CCN(Cc1ccc(C(=O)Nc2cscc2NC(=O)OC(C)(C)C)nc1)C(=O)Nc1ccc2c(c1)OCCO2, CCOC(C)=O, ClC(Cl)Cl, Cl, [Na+]. Product: CN(C)CCN(Cc1ccc(C(=O)Nc2cscc2N)nc1)C(=O)Nc1ccc2c(c1)OCCO2. As a reaction SMILES: [C:1]([O:2][CH2:3][CH3:4])(=[O:5])[CH3:6].[C:56](=[O:57])([O-:58])[OH:59].[C:8]([O:9][C:10](=[O:11])[NH:15][c:16]1[c:17]([NH:21][C:22](=[O:23])[c:24]2[n:25][cH:26][c:27]([CH2:30][N:31]([C:32](=[O:33])[NH:34][c:35]3[cH:36][c:37]4[c:38]([cH:43][cH:44]3)[O:39][CH2:40][CH2:41][O:42]4)[CH2:45][CH2:46][N:47]([CH3:48])[CH3:49])[cH:28][cH:29]2)[cH:18][s:19][cH:20]1)([CH3:12])([CH3:13])[CH3:14].[CH3:50][CH2:51][O:52][C:53](=[O:54])[CH3:55].[CH:61]([Cl:62])([Cl:63])[Cl:64].[ClH:7].[Na+:60]>>[NH2:15][c:16]1[c:17]([NH:21][C:22](=[O:23])[c:24]2[n:25][cH:26][c:27]([CH2:30][N:31]([C:32](=[O:33])[NH:34][c:35]3[cH:36][c:37]4[c:38]([cH:43][cH:44]3)[O:39][CH2:40][CH2:41][O:42]4)[CH2:45][CH2:46][N:47]([CH3:48])[CH3:49])[cH:28][cH:29]2)[cH:18][s:19][cH:20]1.